This data is from the Open Reaction Database (ORD), a public repository of structured organic reaction records. The task is: describe an organic reaction: reactants, conditions, products, and yield Starting materials: N1(C=NC=C1)CC1=CC=C(C(=O)N2CCN(CC2)S(=O)(=O)C2=CC3=CC=CC=C3C=C2)C=C1 (1-[4-(1H-imidazol-1-ylmethyl)benzoyl]-4-(2-naphthalenesulfonyl)piperazine), Cl (hydrochloric acid). Solvent: C(C)(=O)OCC (ethyl acetate). Product: Cl.N1(C=NC=C1)CC1=CC=C(C(=O)N2CCN(CC2)S(=O)(=O)C2=CC3=CC=CC=C3C=C2)C=C1 (1-[4-(1H-Imidazol-1-ylmethyl)benzoyl]-4-(2-naphthalenesulfonyl)piperazine hydrochloride). Reaction SMILES: [N:1]1([CH2:6][C:7]2[CH:33]=[CH:32][C:10]([C:11]([N:13]3[CH2:18][CH2:17][N:16]([S:19]([C:22]4[CH:31]=[CH:30][C:29]5[C:24](=[CH:25][CH:26]=[CH:27][CH:28]=5)[CH:23]=4)(=[O:21])=[O:20])[CH2:15][CH2:14]3)=[O:12])=[CH:9][CH:8]=2)[CH:5]=[CH:4][N:3]=[CH:2]1.[ClH:34]>C(OCC)(=O)C>[ClH:34].[N:1]1([CH2:6][C:7]2[CH:8]=[CH:9][C:10]([C:11]([N:13]3[CH2:18][CH2:17][N:16]([S:19]([C:22]4[CH:31]=[CH:30][C:29]5[C:24](=[CH:25][CH:26]=[CH:27][CH:28]=5)[CH:23]=4)(=[O:21])=[O:20])[CH2:15][CH2:14]3)=[O:12])=[CH:32][CH:33]=2)[CH:5]=[CH:4][N:3]=[CH:2]1 |f:3.4|. Reported procedure: To 1-[4-(1H-imidazol-1-ylmethyl)benzoyl]-4-(2-naphthalenesulfonyl)piperazine (300 mg) was added 4 N hydrochloric acid in ethyl acetate solution (5 ml) and the precipitated hydrochlorides were filtered to give the title compound (299 mg). Reactants: C[C@H]1NCCNC1 (2-(R)-methylpiperazine), C1(=CC=CC=C1)P(C1=C(C2=CC=CC=C2C=C1)C1=C(C=CC2=CC=CC=C12)P(C1=CC=CC=C1)C1=CC=CC=C1)C1=CC=CC=C1 (rac-2,2′-bis(diphenylphosphino)-1,1′-binaphthyl), CC(C)([O-])C.[Na+] (sodium tert-butoxide), BrC1=CC=C2CCC=3C=CC=C1C32 (5-Bromo-1,2-dihydroacenaphthylene). The reagents and catalysts are C=1C=CC(=CC1)/C=C/C(=O)/C=C/C2=CC=CC=C2.C=1C=CC(=CC1)/C=C/C(=O)/C=C/C2=CC=CC=C2.C=1C=CC(=CC1)/C=C/C(=O)/C=C/C2=CC=CC=C2.[Pd].[Pd] (tris(dibenzylideneacetone)dipalladium(0)). Solvent: C1(=CC=CC=C1)C (toluene), ClCCl (dichloromethane). Yields the product C1CC2=CC=C(C3=CC=CC1=C23)N2C[C@H](NCC2)C ((3R)-1-(1,2-Dihydro-5-acenaphthylenyl)-3-methylpiperazine). As a reaction SMILES: [CH3:1][C@@H:2]1[CH2:7][NH:6][CH2:5][CH2:4][NH:3]1.C1(P(C2C=CC=CC=2)C2C=CC3C(=CC=CC=3)C=2C2C3C(=CC=CC=3)C=CC=2P(C2C=CC=CC=2)C2C=CC=CC=2)C=CC=CC=1.CC(C)([O-])C.[Na+].Br[C:61]1[C:71]2[C:72]3[C:64]([CH2:65][CH2:66][C:67]=3[CH:68]=[CH:69][CH:70]=2)=[CH:63][CH:62]=1>C1(C)C=CC=CC=1.ClCCl.C1C=CC(/C=C/C(/C=C/C2C=CC=CC=2)=O)=CC=1.C1C=CC(/C=C/C(/C=C/C2C=CC=CC=2)=O)=CC=1.C1C=CC(/C=C/C(/C=C/C2C=CC=CC=2)=O)=CC=1.[Pd].[Pd]>[CH2:65]1[C:64]2=[C:72]3[C:71](=[CH:61][CH:62]=[CH:63]2)[C:70]([N:6]2[CH2:5][CH2:4][NH:3][C@H:2]([CH3:1])[CH2:7]2)=[CH:69][CH:68]=[C:67]3[CH2:66]1 |f:2.3,7.8.9.10.11|. Reported procedure: A mixture of 2-(R)-methylpiperazine (0.124 g, 1.1 mmol), tris(dibenzylideneacetone)dipalladium(0) (49 mg, 0.05 mmol), rac-2,2′-bis(diphenylphosphino)-1,1′-binaphthyl (69 mg, 0.10 mmol) and sodium tert-butoxide (0.148 g, 1.5 mmol) were stirred in toluene (50 mL) under nitrogen for 15 min to give a blood red solution. 5-Bromo-1,2-dihydroacenaphthylene (0.256 g, 1.1 mmol) was added, the solution stirred under nitrogen and heated at reflux for 3 h. The mixture was cooled, diluted with dichloromethan... The reactants are COC([C@H]1N(C[C@@H](C1)O)C(=O)OCC1=CC=CC=C1)=O (N-Benzyloxycarbonyl-4-hydroxy-L-trans-proline methyl ester), CS(=O)(=O)Cl (Methanesulphonyl chloride). The solvent is N1=CC=CC=C1 (pyridine), ClCCl (dichloromethane). Conditions: time 2.5 hour. The product is COC([C@H]1N(C[C@@H](C1)OS(=O)(=O)C)C(=O)OCC1=CC=CC=C1)=O (N-Benzyloxycarbonyl-4-methanesulphonyloxy-L-trans-proline methyl ester). RXN SMILES: [CH3:1][O:2][C:3](=[O:20])[C@@H:4]1[CH2:8][C@@H:7]([OH:9])[CH2:6][N:5]1[C:10]([O:12][CH2:13][C:14]1[CH:19]=[CH:18][CH:17]=[CH:16][CH:15]=1)=[O:11].[CH3:21][S:22](Cl)(=[O:24])=[O:23]>N1C=CC=CC=1.ClCCl>[CH3:1][O:2][C:3](=[O:20])[C@@H:4]1[CH2:8][C@@H:7]([O:9][S:22]([CH3:21])(=[O:24])=[O:23])[CH2:6][N:5]1[C:10]([O:12][CH2:13][C:14]1[CH:19]=[CH:18][CH:17]=[CH:16][CH:15]=1)=[O:11]. Procedure details: The product from Example 11 (50.0 g; 178 mmol) is dissolved in anhydrous pyridine (910 ml). Methanesulphonyl chloride (18.6 ml; 241 mmol) is added dropwise while cooling in ice. Subsequently, the solution is stirred for 2.5 h during which it is allowed to warm to room temperature. The solution is then diluted with dichloromethane (3.6 l) and extracted twice by shaking with a 10% solution of sodium hydrogen carbonate (1.1 l on each occasion). The organic phase is dried (magnesium sulphate), conce...